This data is from the Open Reaction Database (ORD), a public repository of structured organic reaction records. The task is: describe an organic reaction: reactants, conditions, products, and yield Reactants: ClCc1nnc2n1-c1ccc(Br)cc1C(c1ccccc1)=NC2, NC1CC1, [I-], [K+], C1CCOC1. Yields the product Brc1ccc2c(c1)C(c1ccccc1)=NCc1nnc(CNC3CC3)n1-2. RXN SMILES: [Br:3][c:4]1[cH:5][cH:6][c:7]2[c:8]([cH:25]1)[C:9]([c:19]1[cH:20][cH:21][cH:22][cH:23][cH:24]1)=[N:10][CH2:11][c:12]1[n:13]-2[c:14]([CH2:17][Cl:18])[n:15][n:16]1.[CH:26]1([NH2:29])[CH2:27][CH2:28]1.[I-:2].[K+:1].[O:30]1[CH2:31][CH2:32][CH2:33][CH2:34]1>>[Br:3][c:4]1[cH:5][cH:6][c:7]2[c:8]([cH:25]1)[C:9]([c:19]1[cH:20][cH:21][cH:22][cH:23][cH:24]1)=[N:10][CH2:11][c:12]1[n:13]-2[c:14]([CH2:17][NH:29][CH:26]2[CH2:27][CH2:28]2)[n:15][n:16]1. Reactants: COC(CC[C@@H](C(NC=1C=C2C(=NC=NC2=CC1)NC1=CC(=C(C=C1)OCC1=CC(=CC=C1)F)Cl)=O)N)=O ((4S)-4-amino-4-{4-[3-chloro-4-(3-fluoro-benzyloxy)-phenylamino]-quinazolin-6-ylcarbamoyl}-butyric acid methylester), ClC=1C=C(C=CC1OCC1=CC(=CC=C1)F)NC1=NC=NC2=CC=C(C=C12)N (N4-[3-chloro-4-(3-fluoro-benzyloxy)-phenyl]-quinazolin-4,6-diamine). The product is ClC=1C=C(C=CC1OCC1=CC(=CC=C1)F)NC1=NC=NC2=CC=C(C=C12)NC(=O)C1NCCC1 (pyrrolidine-2-carboxylic acid {4-[3-chloro-4-(3-fluoro-benzyloxy)-phenylamino]-quinazolin-6-yl}-amide). Isolated yield 82.0%. As a reaction SMILES: CO[C:3](=O)[CH2:4][CH2:5][C@H:6]([NH2:37])[C:7](=[O:36])[NH:8][C:9]1[CH:10]=[C:11]2[C:16](=[CH:17][CH:18]=1)[N:15]=[CH:14][N:13]=[C:12]2[NH:19][C:20]1[CH:25]=[CH:24][C:23]([O:26][CH2:27][C:28]2[CH:33]=[CH:32][CH:31]=[C:30]([F:34])[CH:29]=2)=[C:22]([Cl:35])[CH:21]=1.ClC1C=C(NC2C3C(=CC=C(N)C=3)N=CN=2)C=CC=1OCC1C=CC=C(F)C=1>>[Cl:35][C:22]1[CH:21]=[C:20]([NH:19][C:12]2[C:11]3[C:16](=[CH:17][CH:18]=[C:9]([NH:8][C:7]([CH:6]4[CH2:5][CH2:4][CH2:3][NH:37]4)=[O:36])[CH:10]=3)[N:15]=[CH:14][N:13]=2)[CH:25]=[CH:24][C:23]=1[O:26][CH2:27][C:28]1[CH:33]=[CH:32][CH:31]=[C:30]([F:34])[CH:29]=1. Reported procedure: The procedure of (13-1) of Example 13 was repeated except for using 448 mg of the compound obtained in Example 15 instead of the compound obtained in Example 12 to obtain the title compound (297 mg, 82%).